From a dataset of the Open Reaction Database (ORD), a public repository of structured organic reaction records. describe an organic reaction: reactants, conditions, products, and yield The reactants are C1=C(C=CC2=CC=CC=C12)C(=O)Cl (2-naphthalenecarbonyl chloride), COC(C=CC1=CC=C(C=C1)N)=O (3-(4-Amino-phenyl)-acrylic acid methyl ester), solid. Yields the product COC(C=CC1=CC=C(C=C1)NC(=O)C1=CC2=CC=CC=C2C=C1)=O (3-{4-[(Naphthalene-2-carbonyl)-amino]-phenyl}-acrylic acid methyl ester). RXN SMILES: [CH:1]1[C:10]2[C:5](=[CH:6][CH:7]=[CH:8][CH:9]=2)[CH:4]=[CH:3][C:2]=1[C:11](Cl)=[O:12].[CH3:14][O:15][C:16](=[O:26])[CH:17]=[CH:18][C:19]1[CH:24]=[CH:23][C:22]([NH2:25])=[CH:21][CH:20]=1>>[CH3:14][O:15][C:16](=[O:26])[CH:17]=[CH:18][C:19]1[CH:24]=[CH:23][C:22]([NH:25][C:11]([C:2]2[CH:3]=[CH:4][C:5]3[C:10](=[CH:9][CH:8]=[CH:7][CH:6]=3)[CH:1]=2)=[O:12])=[CH:21][CH:20]=1. Procedure: Using an analogous method (H4), the title compound was prepared from 2-naphthalenecarbonyl chloride (0.557 g, 2.91 mmol) and 3-(4-amino-phenyl)-acrylic acid methyl ester (3) in a form of white solid (0.950 g, 75%). 1H NMR (DMSO-d6, HMDSO), δ: 3.65 (3H, s); 6.51 (1H, d, J=16.0 Hz); 7.47-8.25 (12H, m); 10.63 (1H, s). Starting materials: Cl.C(C)OC([C@@H](N)CC(C)C)=O (L-leucine ethyl ester hydrochloride), ClC(=O)OCC(C)C (isobutyl chloroformate), Cl.CN1CCOCC1 (N-methyl morpholine hydrochloride), ClC(=O)OCC(C)C (isobutyl chloroformate), N-α-t-Butoxycarbonyl-O-benzyl-L-tyrosine, C(C)(C)(C)OC(=O)N[C@@H](CC1=CC=CC=C1)C(=O)O (t-butoxycarbonyl-L-phenylalanine), [OH-].[Na+] (NaOH), N-α-t-butoxycarbonyl-O-benzyl-L-tyrosylglycylglycine ethyl ester, (t-butoxycarbonyl-O-benzyl)tyrosylglycylglycine, Cl.C(C)OC([C@@H](N)CC(C)C)=O (leucine ethyl ester hydrochloride), ethyl ester, CN1CCOCC1 (N-methylmorpholine). The solvent is CN(C=O)C (dimethylformamide), O1CCCC1 (tetrahydrofuran), CO (methanol), C(C)(=O)OCC.O (ethyl acetate water). Conditions: temperature -10 celsius, time 5 minute. Product: C(C)OC([C@@H](NC([C@@H](NC(=O)OC(C)(C)C)CC1=CC=CC=C1)=O)CC(C)C)=O (t-Butoxycarbonylphenylalanylleucine ethyl ester), desired compound. RXN SMILES: CN1CCOCC1.ClC(OCC(C)C)=O.Cl.CN1CCOCC1.Cl.[CH2:25]([O:27][C:28](=[O:35])[C@H:29]([CH2:31][CH:32]([CH3:34])[CH3:33])[NH2:30])[CH3:26].[OH-].[Na+].[C:38]([O:42][C:43]([NH:45][C@H:46]([C:54](O)=[O:55])[CH2:47][C:48]1[CH:53]=[CH:52][CH:51]=[CH:50][CH:49]=1)=[O:44])([CH3:41])([CH3:40])[CH3:39]>O1CCCC1.CN(C)C=O.C(OCC)(=O)C.O.CO>[CH2:25]([O:27][C:28](=[O:35])[C@H:29]([CH2:31][CH:32]([CH3:34])[CH3:33])[NH:30][C:54](=[O:55])[C@H:46]([CH2:47][C:48]1[CH:53]=[CH:52][CH:51]=[CH:50][CH:49]=1)[NH:45][C:43]([O:42][C:38]([CH3:41])([CH3:39])[CH3:40])=[O:44])[CH3:26] |f:2.3,4.5,6.7,11.12|. Reported procedure: N-α-t-Butoxycarbonyl-O-benzyl-L-tyrosine (7 g, 0.019 mol) was dissolved in tetrahydrofuran in a three-neck round bottom flask which was cooled to approximately -10° C. in an ice/acetone bath under a nitrogen atmosphere. N-methylmorpholine (6.3 ml, 0.06 mol) was added to the stirred solution, followed by 2.5 ml (0.019 mol) of isobutyl chloroformate. Immediately after the addition of isobutyl chloroformate, N-methyl morpholine hydrochloride precipitated. After 5 min, 3.7 g (0.019 mol) of L-leucine...